This data is from the Open Reaction Database (ORD), a public repository of structured organic reaction records. The task is: describe an organic reaction: reactants, conditions, products, and yield Reactants: Nc1cccc(-c2c(Cc3ccccc3)cnc3c(C(F)(F)F)cccc23)c1, O=Cc1cccc(Cl)c1F. Yields the product Fc1c(Cl)cccc1CNc1cccc(-c2c(Cc3ccccc3)cnc3c(C(F)(F)F)cccc23)c1. RXN SMILES: [CH2:1]([c:2]1[cH:3][cH:4][cH:5][cH:6][cH:7]1)[c:8]1[cH:9][n:10][c:11]2[c:12]([C:25]([F:26])([F:27])[F:28])[cH:13][cH:14][cH:15][c:16]2[c:17]1-[c:18]1[cH:19][c:20]([NH2:24])[cH:21][cH:22][cH:23]1.[Cl:29][c:30]1[c:31]([F:38])[c:32]([CH:33]=[O:34])[cH:35][cH:36][cH:37]1>>[CH2:1]([c:2]1[cH:3][cH:4][cH:5][cH:6][cH:7]1)[c:8]1[cH:9][n:10][c:11]2[c:12]([C:25]([F:26])([F:27])[F:28])[cH:13][cH:14][cH:15][c:16]2[c:17]1-[c:18]1[cH:19][c:20]([NH:24][CH2:33][c:32]2[c:31]([F:38])[c:30]([Cl:29])[cH:37][cH:36][cH:35]2)[cH:21][cH:22][cH:23]1.